From a dataset of the Open Reaction Database (ORD), a public repository of structured organic reaction records. describe an organic reaction: reactants, conditions, products, and yield Reactants: C[N+]1(CCOCC1)[O-] (N-methylmorpholine N-oxide), C([O-])(O)=O.[Na+] (sodium bicarbonate), C1(CCCC1)N1C(N(C2=C1C=CC(=C2)C(C(C=2C=C(C=CC2)C)NC(CCOC)=O)O)C)=O (N-[2-(1-Cyclopentyl-3-methyl-2-oxo-2,3-dihydro-1H-benzoimidazol-5-yl)-2-hydroxy-1-m-tolyl-ethyl]-3-methoxy-propionamide), C(C)(=O)OCC (ethyl acetate). The reagents and catalysts are CCC[N+](CCC)(CCC)CCC.[O-][Ru](=O)(=O)=O (TPAP). The solvent is C(Cl)Cl (methylene chloride), C(Cl)Cl (methylene chloride). The product is C1(CCCC1)N1C(N(C2=C1C=CC(=C2)C(C(C=2C=C(C=CC2)C)NC(CCOC)=O)=O)C)=O (N-[2-(1-Cyclopentyl-3-methyl-2-oxo-2,3-dihydro-1H-benzoimidazol-5-yl)-2-oxo-1-m-tolyl-ethyl]-3-methoxy-propionamide). As a reaction SMILES: [CH:1]1([N:6]2[C:10]3[CH:11]=[CH:12][C:13]([CH:15]([OH:31])[CH:16]([NH:24][C:25](=[O:30])[CH2:26][CH2:27][O:28][CH3:29])[C:17]4[CH:18]=[C:19]([CH3:23])[CH:20]=[CH:21][CH:22]=4)=[CH:14][C:9]=3[N:8]([CH3:32])[C:7]2=[O:33])[CH2:5][CH2:4][CH2:3][CH2:2]1.C[N+]1([O-])CCOCC1.C(OCC)(=O)C.C(=O)(O)[O-].[Na+]>C(Cl)Cl.CCC[N+](CCC)(CCC)CCC.[O-][Ru](=O)(=O)=O>[CH:1]1([N:6]2[C:10]3[CH:11]=[CH:12][C:13]([C:15](=[O:31])[CH:16]([NH:24][C:25](=[O:30])[CH2:26][CH2:27][O:28][CH3:29])[C:17]4[CH:18]=[C:19]([CH3:23])[CH:20]=[CH:21][CH:22]=4)=[CH:14][C:9]=3[N:8]([CH3:32])[C:7]2=[O:33])[CH2:5][CH2:4][CH2:3][CH2:2]1 |f:3.4,6.7|. Procedure: N-[2-(1-Cyclopentyl-3-methyl-2-oxo-2,3-dihydro-1H-benzoimidazol-5-yl)-2-hydroxy-1-m-tolyl-ethyl]-3-methoxy-propionamide (433 mg, 0.96 mmol) was dissolved in methylene chloride (9.6 mL) and N-methylmorpholine N-oxide (168.7 mg, 1.44 mmol) was added. After stirring for ten minutes, TPAP (20.2 mg, 0.06 mmol) was added. The reaction was stirred for 1 hour, after which time LCMS and TLC (ethyl acetate) indicated complete reaction. The reaction mixture was poured into saturated aqueous sodium bicarbon... Starting materials: C[C@@H](C(=O)O)NC(=O)OCC1=CC=CC=C1 (Z-L-alanine), C1=CN(C=N1)C(=O)N2C=CN=C2 (CDI), NC1=C(C(=NN1)C1=CC=C(C=C1)F)C1=CC=NC=C1 (5-amino-3-(4-fluorophenyl)-4-(4-pyridyl)pyrazole), 1,8-diazabicyclo[5.4.2]undec-7-ene. Solvent: O1CCCC1 (tetrahydrofuran). Reaction conditions: time 10 minute. Yields the product C(=O)(OCC1=CC=CC=C1)N[C@@H](C)C(=O)NC1=NNC(=C1C1=CC=NC=C1)C1=CC=C(C=C1)F (3-(N′-carbobenzoxy-L-alanylamino)-5-(4-fluorophenyl)-4-(4-pyridyl)pyrazole). Isolated yield 32.5%. RXN SMILES: [CH3:1][C@H:2]([NH:6][C:7]([O:9][CH2:10][C:11]1[CH:16]=[CH:15][CH:14]=[CH:13][CH:12]=1)=[O:8])[C:3]([OH:5])=O.C1N=CN(C(N2C=NC=C2)=O)C=1.[NH2:29][C:30]1[NH:34][N:33]=[C:32]([C:35]2[CH:40]=[CH:39][C:38]([F:41])=[CH:37][CH:36]=2)[C:31]=1[C:42]1[CH:47]=[CH:46][N:45]=[CH:44][CH:43]=1>O1CCCC1>[C:7]([NH:6][C@H:2]([C:3]([NH:29][C:30]1[C:31]([C:42]2[CH:47]=[CH:46][N:45]=[CH:44][CH:43]=2)=[C:32]([C:35]2[CH:40]=[CH:39][C:38]([F:41])=[CH:37][CH:36]=2)[NH:33][N:34]=1)=[O:5])[CH3:1])([O:9][CH2:10][C:11]1[CH:16]=[CH:15][CH:14]=[CH:13][CH:12]=1)=[O:8]. Procedure: Under a stream of argon gas, 421 mg of Z-L-alanine and 306 mg of carbonyldiinidazole (CDI) were dissolved in 10 ml of tetrahydrofuran, followed by stirring at room temperature for 10 minutes. Then, 150 mg of 5-amino-3-(4-fluorophenyl)-4-(4-pyridyl)pyrazole and 287 mg of 1,8-diazabicyclo[5.4.2]undec-7-ene (DBU) were added thereto, followed by stirring at room temperature for 4 hours. After the reaction mixture was concentrated under reduced pressure, the resulting residue was purified by column c... Solvent: C(C)O (ethanol), C(C)O (ethanol). Product: C(C)(C)C=1C(=CC2=C(OCO2)C1)CSCC(=O)O ([{(6-Isopropyl-1,3-benzodioxol-5-yl)methyl}thio]acetic acid). Reaction SMILES: Cl[CH2:2][C:3]1[C:11]([CH:12]([CH3:14])[CH3:13])=[CH:10][C:6]2[O:7][CH2:8][O:9][C:5]=2[CH:4]=1.[SH:15][CH2:16][C:17]([OH:19])=[O:18].[OH-].[Na+].O>C(O)C>[CH:12]([C:11]1[C:3]([CH2:2][S:15][CH2:16][C:17]([OH:19])=[O:18])=[CH:4][C:5]2[O:9][CH2:8][O:7][C:6]=2[CH:10]=1)([CH3:14])[CH3:13] |f:2.3|. Starting materials: SCC(=O)O (mercaptoacetic acid), O (water), ClCC1=CC2=C(OCO2)C=C1C(C)C (5-chloromethyl-6-isopropyl-1,3-benzodioxole), [OH-].[Na+] (sodium hydroxide). Isolated yield 58.8%. Reported procedure: A suspension of 3.3 g of 5-chloromethyl-6-isopropyl-1,3-benzodioxole (crude oil) in 10 ml of ethanol was added to a liquid mixture comprising 2.1 g of mercaptoacetic acid, 3 g of sodium hydroxide, 25 ml of ethanol and 25 ml of water to carry out the reaction at 80° C. for 40 minutes. The reaction mixture was concentrated, followed by the addition of water. The obtained mixture was washed with ethyl acetate. Concentrated hydrochloric acid was added to the mixture to acidify the aqueous layer, fol... Reactants: ClC=1NCC2=C(N1)SC(=C2C)C (2-chloro-5,6-dimethyl-3,4-dihydrothieno[2,3-d]pyrimidine), BrCC(=O)OCC (ethyl bromoacetate), C([O-])([O-])=O.[K+].[K+] (potassium carbonate). The solvent is C(C)C(=O)C (methyl ethyl ketone). Reaction conditions: time 4 hour. The product is ClC=1N(CC2=C(N1)SC(=C2C)C)CC(=O)OCC (2-chloro-3-ethoxycarbonylmethyl-5,6-dimethyl-3,4-dihydrothieno[2,3-d]pyrimidine). As a reaction SMILES: [Cl:1][C:2]1[NH:3][CH2:4][C:5]2[C:10]([CH3:11])=[C:9]([CH3:12])[S:8][C:6]=2[N:7]=1.Br[CH2:14][C:15]([O:17][CH2:18][CH3:19])=[O:16].C(=O)([O-])[O-].[K+].[K+]>C(C(C)=O)C>[Cl:1][C:2]1[N:3]([CH2:14][C:15]([O:17][CH2:18][CH3:19])=[O:16])[CH2:4][C:5]2[C:10]([CH3:11])=[C:9]([CH3:12])[S:8][C:6]=2[N:7]=1 |f:2.3.4|. Reported procedure: A mixture of 6.0 g of 2-chloro-5,6-dimethyl-3,4-dihydrothieno[2,3-d]pyrimidine, 5.52 g of ethyl bromoacetate and 12.5 g of powdered potassium carbonate in 300 ml of methyl ethyl ketone was heat-refluxed with stirring under a nitrogen atmosphere for 4 hours. After cooling, an insoluble inorganic salt was filtered off and the filtrate was concentrated in vacuo to give a crude oil of 2-chloro-3-ethoxycarbonylmethyl-5,6-dimethyl-3,4-dihydrothieno[2,3-d]pyrimidine. Because of the instability of the r... The reactants are BrCc1ccccc1, O=C([O-])[O-], CN(C)C=O, O=Cc1c(Cl)cc(O)cc1Cl, [K+], [K+]. The product is O=Cc1c(Cl)cc(OCc2ccccc2)cc1Cl. Reaction SMILES: [Br:18][CH2:19][c:20]1[cH:21][cH:22][cH:23][cH:24][cH:25]1.[C:12](=[O:13])([O-:14])[O-:15].[CH3:26][N:27]([CH3:28])[CH:29]=[O:30].[Cl:1][c:2]1[c:3]([CH:4]=[O:5])[c:6]([Cl:11])[cH:7][c:8]([OH:10])[cH:9]1.[K+:16].[K+:17]>>[Cl:1][c:2]1[c:3]([CH:4]=[O:5])[c:6]([Cl:11])[cH:7][c:8]([O:10][CH2:19][c:20]2[cH:21][cH:22][cH:23][cH:24][cH:25]2)[cH:9]1.